This data is from the Open Reaction Database (ORD), a public repository of structured organic reaction records. The task is: describe an organic reaction: reactants, conditions, products, and yield Product: Brc1ccccc1-c1ccccc1-c1ccccc1. Reactants: Brc1ccccc1-c1ccccc1Br, Cc1ccccc1, [Na+], [Na+], O=C([O-])[O-], OB(O)c1ccccc1, c1ccc(P(c2ccccc2)(c2ccccc2)[Pd](P(c2ccccc2)(c2ccccc2)c2ccccc2)(P(c2ccccc2)(c2ccccc2)c2ccccc2)P(c2ccccc2)(c2ccccc2)c2ccccc2)cc1. Reaction SMILES: [Br:1][c:2]1[c:3](-[c:8]2[c:9]([Br:14])[cH:10][cH:11][cH:12][cH:13]2)[cH:4][cH:5][cH:6][cH:7]1.[CH3:107][c:108]1[cH:109][cH:110][cH:111][cH:112][cH:113]1.[Na+:24].[Na+:25].[O-:26][C:27](=[O:28])[O-:29].[OH:15][B:16]([OH:17])[c:18]1[cH:19][cH:20][cH:21][cH:22][cH:23]1.[cH:30]1[cH:31][cH:32][c:33]([P:34]([Pd:35]([P:36]([c:37]2[cH:38][cH:39][cH:40][cH:41][cH:42]2)([c:43]2[cH:44][cH:45][cH:46][cH:47][cH:48]2)[c:49]2[cH:50][cH:51][cH:52][cH:53][cH:54]2)([P:55]([c:56]2[cH:57][cH:58][cH:59][cH:60][cH:61]2)([c:62]2[cH:63][cH:64][cH:65][cH:66][cH:67]2)[c:68]2[cH:69][cH:70][cH:71][cH:72][cH:73]2)[P:74]([c:75]2[cH:76][cH:77][cH:78][cH:79][cH:80]2)([c:81]2[cH:82][cH:83][cH:84][cH:85][cH:86]2)[c:87]2[cH:88][cH:89][cH:90][cH:91][cH:92]2)([c:93]2[cH:94][cH:95][cH:96][cH:97][cH:98]2)[c:99]2[cH:100][cH:101][cH:102][cH:103][cH:104]2)[cH:105][cH:106]1>>[c:2]1(-[c:18]2[cH:19][cH:20][cH:21][cH:22][cH:23]2)[c:3](-[c:8]2[c:9]([Br:14])[cH:10][cH:11][cH:12][cH:13]2)[cH:4][cH:5][cH:6][cH:7]1.